Dataset: the Open Reaction Database (ORD), a public repository of structured organic reaction records. Task: describe an organic reaction: reactants, conditions, products, and yield Starting materials: CC(C)Br, Cc1nc2c(cc1O)CC1CN(C(=O)OC(C)(C)C)CC(C)N21, [H-], [Na+]. Reaction SMILES: [Br:26][CH:27]([CH3:28])[CH3:29].[C:1]([CH3:2])([CH3:3])([CH3:4])[O:5][C:6](=[O:7])[N:8]1[CH2:9][CH:10]2[CH2:11][c:12]3[cH:13][c:14]([OH:23])[c:15]([CH3:22])[n:16][c:17]3[N:18]2[CH:19]([CH3:21])[CH2:20]1.[H-:24].[Na+:25]>>[C:1]([CH3:2])([CH3:3])([CH3:4])[O:5][C:6](=[O:7])[N:8]1[CH2:9][CH:10]2[CH2:11][c:12]3[cH:13][c:14]([O:23][CH:27]([CH3:28])[CH3:29])[c:15]([CH3:22])[n:16][c:17]3[N:18]2[CH:19]([CH3:21])[CH2:20]1. Yields the product Cc1nc2c(cc1OC(C)C)CC1CN(C(=O)OC(C)(C)C)CC(C)N21. Starting materials: CCC(=O)Cl, CCCCCC, CCOC(C)=O, ClCCl, CN(C)c1ccc2c(c1)OC(N)=C(C#N)C2c1ccc2c(c1)OCO2, c1ccncc1. Yields the product CCC(=O)NC1=C(C#N)C(c2ccc3c(c2)OCO3)c2ccc(N(C)C)cc2O1. RXN SMILES: [C:32]([CH2:33][CH3:34])(=[O:35])[Cl:36].[CH3:40][CH2:41][CH2:42][CH2:43][CH2:44][CH3:45].[CH3:46][CH2:47][O:48][C:49]([CH3:50])=[O:51].[Cl:37][CH2:38][Cl:39].[NH2:1][C:2]1=[C:11]([C:12]#[N:13])[CH:10]([c:14]2[cH:15][c:16]3[c:17]([cH:18][cH:19]2)[O:20][CH2:21][O:22]3)[c:9]2[c:4]([cH:5][c:6]([N:23]([CH3:24])[CH3:25])[cH:7][cH:8]2)[O:3]1.[cH:26]1[cH:27][cH:28][n:29][cH:30][cH:31]1>>[NH:1]([C:2]1=[C:11]([C:12]#[N:13])[CH:10]([c:14]2[cH:15][c:16]3[c:17]([cH:18][cH:19]2)[O:20][CH2:21][O:22]3)[c:9]2[c:4]([cH:5][c:6]([N:23]([CH3:24])[CH3:25])[cH:7][cH:8]2)[O:3]1)[C:32]([CH2:33][CH3:34])=[O:35]. Starting materials: NCCN1CCCCC1 (1-(2-aminoethyl)piperidine), C1(=CC=C(C=C1)CN1C=C(C=CC1=O)C(=O)O)C1=CC=CC=C1 (1-(4-biphenylylmethyl)-1,6-dihydro-6-oxo-3-pyridinecarboxylic acid), CCN=C=NCCCN(C)C (WSC), C=1C=CC2=C(C1)N=NN2O (HOBt). The solvent is C(C)#N (acetonitrile), C(C)N(CC)CC (triethylamine), C1CCOC1 (THF), C([O-])([O-])=O.[K+].[K+] (potassium carbonate). Run at time 12 hour. Product: C1(=CC=C(C=C1)CN1C=C(C=CC1=O)C(=O)NCCN1CCCCC1)C1=CC=CC=C1 (1-(4-Biphenylylmethyl)-1,6-dihydro-6-oxo-N-(2-piperidinoethyl)-3-pyridinecarboxamide). The yield is 60.3%. RXN SMILES: [NH2:1][CH2:2][CH2:3][N:4]1[CH2:9][CH2:8][CH2:7][CH2:6][CH2:5]1.[C:10]1([C:27]2[CH:32]=[CH:31][CH:30]=[CH:29][CH:28]=2)[CH:15]=[CH:14][C:13]([CH2:16][N:17]2[C:22](=[O:23])[CH:21]=[CH:20][C:19]([C:24](O)=[O:25])=[CH:18]2)=[CH:12][CH:11]=1.CCN=C=NCCCN(C)C.C1C=CC2N(O)N=NC=2C=1>C(#N)C.C(=O)([O-])[O-].[K+].[K+].C(N(CC)CC)C.C1COCC1>[C:10]1([C:27]2[CH:28]=[CH:29][CH:30]=[CH:31][CH:32]=2)[CH:11]=[CH:12][C:13]([CH2:16][N:17]2[C:22](=[O:23])[CH:21]=[CH:20][C:19]([C:24]([NH:1][CH2:2][CH2:3][N:4]3[CH2:9][CH2:8][CH2:7][CH2:6][CH2:5]3)=[O:25])=[CH:18]2)=[CH:14][CH:15]=1 |f:5.6.7|. Procedure details: To a solution of 1-(2-aminoethyl)piperidine (260 mg) in acetonitrile (5 ml)/THF (10 ml) were added 1-(4-biphenylylmethyl)-1,6-dihydro-6-oxo-3-pyridinecarboxylic acid (500 mg), WSC (380 mg), HOBt (260 mg), and triethylamine (0.7 ml) at room temperature. After stirring at room temperature for 12 hr, the reaction mixture was diluted with 5% aqueous potassium carbonate and extracted with ethyl acetate. The organic layer was washed with water and saturated aqueous sodium chloride sequentially, dried,... Starting materials: CS(=O)(=NC)C1=CC=CC=C1 (S-methyl-N-methyl-S-phenyl-sulfoximine), C1(=CC=CC=C1)C(C1=CC=CC=C1)C1=CC=CC=C1 (triphenylmethane), C1(=CCCC1)C(=O)CSC1=CC=CC=C1 (phenylthio-methyl cyclopent-1-enyl ketone), C(CCC)[Li] (n-butyllithium), CCCCCC (hexane), [Cl-].[NH4+] (ammonium chloride). The solvent is C1CCOC1 (THF), C1CCOC1 (THF). Run at temperature 0 celsius, time 30 minute. Product: C1(=CC=CC=C1)SCC(CS(=O)(=NC)C1=CC=CC=C1)(C1=CCCC1)O (S-[3-Phenylthio-2-hydroxy-2-(cyclopent-1-enyl)propyl]-N-methyl-S-phenylsulfoximine). Reaction SMILES: [CH3:1][S:2]([C:6]1[CH:11]=[CH:10][CH:9]=[CH:8][CH:7]=1)(=[N:4][CH3:5])=[O:3].C1(C(C2C=CC=CC=2)C2C=CC=CC=2)C=CC=CC=1.C([Li])CCC.CCCCCC.[C:42]1([C:47]([CH2:49][S:50][C:51]2[CH:56]=[CH:55][CH:54]=[CH:53][CH:52]=2)=[O:48])[CH2:46][CH2:45][CH2:44][CH:43]=1.[Cl-].[NH4+]>C1COCC1>[C:51]1([S:50][CH2:49][C:47]([OH:48])([C:42]2[CH2:46][CH2:45][CH2:44][CH:43]=2)[CH2:1][S:2]([C:6]2[CH:11]=[CH:10][CH:9]=[CH:8][CH:7]=2)(=[N:4][CH3:5])=[O:3])[CH:56]=[CH:55][CH:54]=[CH:53][CH:52]=1 |f:5.6|. Reported procedure: To a mixture of S-methyl-N-methyl-S-phenyl-sulfoximine (2.04 g, 12 mmol) and triphenylmethane (5 mg) in dry THF (20mL) is added dropwise to a solution of n-butyllithium (1.6 mol) in hexane (7.5 mL, 12 mmol) at 0° C. A solution of phenylthio-methyl cyclopent-1-enyl ketone (2.18 g, 10mmol) in dry THF (10 mL) is then added slowly during a period of 10 minutes. After stirring at 0° C. for 30 minutes, the mixture is poured into a 5% ammonium chloride aqueous solution (50 mL) and extracted with dichlo... Reactants: B, COc1cc2ncnc(Oc3ccc(NC(=O)COc4ccccc4O)cc3)c2cc1OC, Cl, [Na+], C1CCOC1, C1CCOC1, [OH-]. Yields the product COc1cc2ncnc(Oc3ccc(NCCOc4ccccc4O)cc3)c2cc1OC. Reaction SMILES: [BH3:39].[CH3:1][O:2][c:3]1[cH:4][c:5]2[c:6]([O:15][c:16]3[cH:17][cH:18][c:19]([NH:22][C:23]([CH2:24][O:25][c:26]4[c:27]([OH:32])[cH:28][cH:29][cH:30][cH:31]4)=[O:33])[cH:20][cH:21]3)[n:7][cH:8][n:9][c:10]2[cH:11][c:12]1[O:13][CH3:14].[ClH:40].[Na+:42].[O:34]1[CH2:35][CH2:36][CH2:37][CH2:38]1.[O:43]1[CH2:44][CH2:45][CH2:46][CH2:47]1.[OH-:41]>>[CH3:1][O:2][c:3]1[cH:4][c:5]2[c:6]([O:15][c:16]3[cH:17][cH:18][c:19]([NH:22][CH2:23][CH2:24][O:25][c:26]4[c:27]([OH:32])[cH:28][cH:29][cH:30][cH:31]4)[cH:20][cH:21]3)[n:7][cH:8][n:9][c:10]2[cH:11][c:12]1[O:13][CH3:14]. Reactants: BrCC1(OC2=C(C1)C(=C(C(=C2C)C)N)C)C (2-bromomethyl-2,3-dihydro-2,4,6,7-tetramethyl-5-benzofuranamine), N1CCC(CC1)CCO (4-piperidineethanol). Yields the product NC=1C(=C(C2=C(CC(O2)(C)CN2CCC(CC2)CCO)C1C)C)C (1-[(5-Amino-2,3-dihydro-2,4,6,7-tetramethylbenzofuran-2-yl)methyl]-4-piperidineethanol). The yield is 88.0%. Reaction SMILES: Br[CH2:2][C:3]1([CH3:16])[CH2:7][C:6]2[C:8]([CH3:15])=[C:9]([NH2:14])[C:10]([CH3:13])=[C:11]([CH3:12])[C:5]=2[O:4]1.[NH:17]1[CH2:22][CH2:21][CH:20]([CH2:23][CH2:24][OH:25])[CH2:19][CH2:18]1>>[NH2:14][C:9]1[C:10]([CH3:13])=[C:11]([CH3:12])[C:5]2[O:4][C:3]([CH2:2][N:17]3[CH2:22][CH2:21][CH:20]([CH2:23][CH2:24][OH:25])[CH2:19][CH2:18]3)([CH3:16])[CH2:7][C:6]=2[C:8]=1[CH3:15]. Procedure details: Using 2-bromomethyl-2,3-dihydro-2,4,6,7-tetramethyl-5-benzofuranamine and 4-piperidineethanol, the procedure of Example 1, presented hereinafter, was otherwise repeated to provide the title compound.